This data is from the Open Reaction Database (ORD), a public repository of structured organic reaction records. The task is: describe an organic reaction: reactants, conditions, products, and yield Reactants: O=C(O)C(=O)O, CN1Cc2ccccc2C(Oc2ccc(C(F)(F)F)cc2)C1, O=C(Cl)Oc1ccccc1, ClCCl, CN1Cc2ccccc2C(Oc2ccc(C(F)(F)F)cc2)C1, [K+], [K+], O=C([O-])[O-]. Product: O=C(Oc1ccccc1)N1Cc2ccccc2C(Oc2ccc(C(F)(F)F)cc2)C1. RXN SMILES: [C:23]([OH:24])(=[O:25])[C:26]([OH:27])=[O:28].[CH3:1][N:2]1[CH2:3][c:4]2[cH:5][cH:6][cH:7][cH:8][c:9]2[CH:10]([O:12][c:13]2[cH:14][cH:15][c:16]([C:19]([F:20])([F:21])[F:22])[cH:17][cH:18]2)[CH2:11]1.[Cl:57][C:58](=[O:59])[O:60][c:61]1[cH:62][cH:63][cH:64][cH:65][cH:66]1.[Cl:67][CH2:68][Cl:69].[F:29][C:30]([F:31])([F:32])[c:33]1[cH:34][cH:35][c:36]([O:37][CH:38]2[c:39]3[c:40]([cH:41][cH:42][cH:43][cH:44]3)[CH2:45][N:46]([CH3:47])[CH2:48]2)[cH:49][cH:50]1.[K+:51].[K+:52].[O-:53][C:54]([O-:55])=[O:56]>>[N:2]1([C:58](=[O:59])[O:60][c:61]2[cH:62][cH:63][cH:64][cH:65][cH:66]2)[CH2:3][c:4]2[cH:5][cH:6][cH:7][cH:8][c:9]2[CH:10]([O:12][c:13]2[cH:14][cH:15][c:16]([C:19]([F:20])([F:21])[F:22])[cH:17][cH:18]2)[CH2:11]1. The reactants are O=C([O-])[O-], CCc1cc(C#N)c(C)nc1OC, CCO, Cl, [K+], [K+], NO. The product is CCc1cc(C(=N)NO)c(C)nc1OC. As a reaction SMILES: [C:14](=[O:15])([O-:16])[O-:17].[CH2:1]([CH3:2])[c:3]1[c:4]([O:12][CH3:13])[n:5][c:6]([CH3:11])[c:7]([C:8]#[N:9])[cH:10]1.[CH3:23][CH2:24][OH:25].[ClH:20].[K+:18].[K+:19].[NH2:21][OH:22]>>[CH2:1]([CH3:2])[c:3]1[c:4]([O:12][CH3:13])[n:5][c:6]([CH3:11])[c:7]([C:8](=[NH:9])[NH:21][OH:22])[cH:10]1. RXN SMILES: [CH3:1][O:2][C:3]([c:4]1[cH:5][c:6](-[c:11]2[cH:12][c:13]3[c:14]([n:15][c:16]([S:19][CH3:20])[n:17][cH:18]3)[n:21]([CH3:24])[c:22]2=[O:23])[c:7]([CH3:10])[cH:8][cH:9]1)=[O:25].[NH2:26][CH:27]1[CH2:28][CH2:29][O:30][CH2:31][CH2:32]1>>[CH3:1][O:2][C:3]([c:4]1[cH:5][c:6](-[c:11]2[cH:12][c:13]3[c:14]([n:15][c:16]([NH:26][CH:27]4[CH2:28][CH2:29][O:30][CH2:31][CH2:32]4)[n:17][cH:18]3)[n:21]([CH3:24])[c:22]2=[O:23])[c:7]([CH3:10])[cH:8][cH:9]1)=[O:25]. The reactants are COC(=O)c1ccc(C)c(-c2cc3cnc(SC)nc3n(C)c2=O)c1, NC1CCOCC1. Product: COC(=O)c1ccc(C)c(-c2cc3cnc(NC4CCOCC4)nc3n(C)c2=O)c1. Starting materials: FC1=CC=C(C[C@H](C(=O)O)CC[C@H](CCC)C(N[C@@H]2C(N(CCCC2)C2=C(C=CC=C2)OC)=O)=O)C=C1 ((2R,5S)-2-(4-Fluorobenzyl)-5-((S)-1-(2-methoxyphenyl)-2-oxoazepan-3-ylcarbamoyl)octanoic acid), N[C@@H]1C(N2[C@@H](SCC1)CCC[C@H]2C(=O)OC)=O ((4S,7S,10aS)-methyl 4-amino-5-oxooctahydro-2H-pyrido[2,1-b][1,3]thiazepine-7-carboxylate). Product: FC1=CC=C(C[C@H](C(=O)N[C@@H]2C(N3[C@@H](SCC2)CCC[C@H]3C(=O)OC)=O)CC[C@H](CCC)C(N[C@@H]3C(N(CCCC3)C3=C(C=CC=C3)OC)=O)=O)C=C1 ((4S,7S,10aS)-Methyl 4-((2R,5S)-2-(4-fluorobenzyl)-5-((S)-1-(2-methoxyphenyl)-2-oxoazepan-3-ylcarbamoyl)octanamido)-5-oxooctahydro-2H-pyrido[2,1-b][1,3]thiazepine-7-carboxylate), solid. Yield: 70.0%. As a reaction SMILES: [F:1][C:2]1[CH:37]=[CH:36][C:5]([CH2:6][C@@H:7]([CH2:11][CH2:12][C@@H:13]([C:17](=[O:35])[NH:18][C@H:19]2[CH2:25][CH2:24][CH2:23][CH2:22][N:21]([C:26]3[CH:31]=[CH:30][CH:29]=[CH:28][C:27]=3[O:32][CH3:33])[C:20]2=[O:34])[CH2:14][CH2:15][CH3:16])[C:8](O)=[O:9])=[CH:4][CH:3]=1.[NH2:38][C@H:39]1[CH2:45][CH2:44][S:43][C@H:42]2[CH2:46][CH2:47][CH2:48][C@@H:49]([C:50]([O:52][CH3:53])=[O:51])[N:41]2[C:40]1=[O:54]>>[F:1][C:2]1[CH:37]=[CH:36][C:5]([CH2:6][C@@H:7]([CH2:11][CH2:12][C@@H:13]([C:17](=[O:35])[NH:18][C@H:19]2[CH2:25][CH2:24][CH2:23][CH2:22][N:21]([C:26]3[CH:31]=[CH:30][CH:29]=[CH:28][C:27]=3[O:32][CH3:33])[C:20]2=[O:34])[CH2:14][CH2:15][CH3:16])[C:8]([NH:38][C@H:39]2[CH2:45][CH2:44][S:43][C@H:42]3[CH2:46][CH2:47][CH2:48][C@@H:49]([C:50]([O:52][CH3:53])=[O:51])[N:41]3[C:40]2=[O:54])=[O:9])=[CH:4][CH:3]=1. Procedure: (4S,7S,10aS)-Methyl 4-((2R,5S)-2-(4-fluorobenzyl)-5-((S)-1-(2-methoxyphenyl)-2-oxoazepan-3-ylcarbamoyl)octanamido)-5-oxooctahydro-2H-pyrido[2,1-b][1,3]thiazepine-7-carboxylate was synthesized as described in General Procedure H using Intermediate 76 (10 mg, 0.020 mmol) and (4S,7S,10aS)-methyl 4-amino-5-oxooctahydro-2H-pyrido[2,1-b][1,3]thiazepine-7-carboxylate (5.5 mg, 0.021 mmol) to give a white solid (10 mg, 70% yield). Anal. Calcd. for C40H53FN4O7S m/z 752.7. found: 753.3 (M+H)+; 1H NMR (400 ... Starting materials: ClC1=NC2=C(N1)C=CC(=C2)OC (2-Chloro-5-methoxy-1H-benzimidazole), C(C)(=O)OC1[C@H](OC(C)=O)[C@H](OC(C)=O)[C@H](O1)C (1,2,3-tri-O-acetyl-5deoxy-D-ribofuranose). Yields the product ClC1=NC2=C(N1[C@H]1[C@H](OC(C)=O)[C@H](OC(C)=O)[C@H](O1)C)C=CC(=C2)OC (2-Chloro-5-methoxy-1-(2,3-di-O-acetyl-5-deoxy-beta-D-ribofuranosyl)-1H-benzimidazole). Yield: 65.0%. Reaction SMILES: [Cl:1][C:2]1[NH:6][C:5]2[CH:7]=[CH:8][C:9]([O:11][CH3:12])=[CH:10][C:4]=2[N:3]=1.C(O[CH:17]1[O:29][C@H:28]([CH3:30])[C@@H:23]([O:24][C:25](=[O:27])[CH3:26])[C@H:18]1[O:19][C:20](=[O:22])[CH3:21])(=O)C>>[Cl:1][C:2]1[N:6]([C@@H:17]2[O:29][C@H:28]([CH3:30])[C@@H:23]([O:24][C:25](=[O:27])[CH3:26])[C@H:18]2[O:19][C:20](=[O:22])[CH3:21])[C:5]2[CH:7]=[CH:8][C:9]([O:11][CH3:12])=[CH:10][C:4]=2[N:3]=1. Procedure: 2-Chloro-5-methoxy-1H-benzimidazole (0.661 g, 3.6 mmol) was coupled to 1,2,3-tri-O-acetyl-5deoxy-D-ribofuranose according to General Procedure II. The crude product was purified by flash chromatography (9:1 methylene chloride/ether) to yield the title compound (0.900 g, 65%) as a ˜1:1 mix of regioisomers (1H NMR); MS (AP): m/z 405 (M+Na); 1H NMR (DMSO-d6) δ: 7.65-7.54 (two d, 1H), 7.21 (s, 1H), 6.97 (m, 1H), 6.18-6.11 (two d, 1H), 5.70-5.59 (m, 1H), 5.21 (q, 1H), 4.27 (m, 1H), 3.83 (two s, 3H), ... Reactants: C1(=CC=CC=C1)OC(NC=1C(=NC(=C(C1)C)C)OC)=O (Phenyl-N-(5,6-dimethyl-2-methoxypyridin-3-yl)carbamate), OC1=C(C=CC(=C1)C)N1CCNCC1 (1-(2-hydroxy-4-methylphenyl)piperazine). Product: CC=1C=C(C(=NC1C)OC)NC(=O)N1CCN(CC1)C1=C(C=C(C=C1)C)O (1-[(5,6-dimethyl-2-methoxypyridin-3-yl)aminocarbonyl]-4-(2-hydroxy-4-methylphenyl)piperazine). Isolated yield 77.0%. RXN SMILES: C1(O[C:8](=[O:20])[NH:9][C:10]2[C:11]([O:18][CH3:19])=[N:12][C:13]([CH3:17])=[C:14]([CH3:16])[CH:15]=2)C=CC=CC=1.[OH:21][C:22]1[CH:27]=[C:26]([CH3:28])[CH:25]=[CH:24][C:23]=1[N:29]1[CH2:34][CH2:33][NH:32][CH2:31][CH2:30]1>>[CH3:16][C:14]1[CH:15]=[C:10]([NH:9][C:8]([N:32]2[CH2:31][CH2:30][N:29]([C:23]3[CH:24]=[CH:25][C:26]([CH3:28])=[CH:27][C:22]=3[OH:21])[CH2:34][CH2:33]2)=[O:20])[C:11]([O:18][CH3:19])=[N:12][C:13]=1[CH3:17]. Procedure details: Phenyl-N-(5,6-dimethyl-2-methoxypyridin-3-yl)carbamate and 1-(2-hydroxy-4-methylphenyl)piperazine were reacted by the same way with the example 1 to obtain the titled compound.